This data is from the Open Reaction Database (ORD), a public repository of structured organic reaction records. The task is: describe an organic reaction: reactants, conditions, products, and yield The reactants are crude products, N1CC(C(=O)OCC)CCC1 (ethyl nipecotate), C(=O)(O)[O-].[Na+] (NaHCO3), ClC(=O)OCC1=CC=CC=C1 (benzyl chloroformate). Run in O (water), O (water). Conditions: temperature 23 celsius, time 8 hour. Yields the product C(C)OC(=O)C1CN(CCC1)C(=O)OCC1=CC=CC=C1 (Piperidine-1,3-dicarboxylic Acid 1-benzyl ester 3-ethyl Ester). RXN SMILES: [NH:1]1[CH2:11][CH2:10][CH2:9][CH:3]([C:4]([O:6][CH2:7][CH3:8])=[O:5])[CH2:2]1.C([O-])(O)=O.[Na+].Cl[C:18]([O:20][CH2:21][C:22]1[CH:27]=[CH:26][CH:25]=[CH:24][CH:23]=1)=[O:19]>O>[CH2:7]([O:6][C:4]([CH:3]1[CH2:9][CH2:10][CH2:11][N:1]([C:18]([O:20][CH2:21][C:22]2[CH:27]=[CH:26][CH:25]=[CH:24][CH:23]=2)=[O:19])[CH2:2]1)=[O:5])[CH3:8] |f:1.2|. Procedure: To a room temperature solution of 4.05 g (25.8 mmoles) of ethyl nipecotate and 4.33 g (51.5 mmoles) of NaHCO3 in water (26 mL) was added benzyl chloroformate (4.1 mL, 28.3 mmol). The reaction mixture was stirred at 23° C. under an atmosphere of N2 overnight. The crude products were diluted with water, extracted with Et2O, washed with brine, dried over Na2SO4, filtered, and concentrated in vacuo. The crude product was purified by silica gel chromatography employing a solvent gradient (hexane→70:3... Starting materials: Br, Br, O=C([O-])[O-], CN(C)C=O, COc1cc(CCl)nc(-c2ccccc2)n1, [K+], [K+], Oc1ccc(N2CCNCC2)cc1. Yields the product COc1cc(CN2CCN(c3ccc(O)cc3)CC2)nc(-c2ccccc2)n1. Reaction SMILES: [BrH:1].[BrH:2].[C:32](=[O:33])([O-:34])[O-:35].[CH3:38][N:39]([CH3:40])[CH:41]=[O:42].[Cl:16][CH2:17][c:18]1[n:19][c:20](-[c:26]2[cH:27][cH:28][cH:29][cH:30][cH:31]2)[n:21][c:22]([O:24][CH3:25])[cH:23]1.[K+:36].[K+:37].[OH:3][c:4]1[cH:5][cH:6][c:7]([N:10]2[CH2:11][CH2:12][NH:13][CH2:14][CH2:15]2)[cH:8][cH:9]1>>[OH:3][c:4]1[cH:5][cH:6][c:7]([N:10]2[CH2:11][CH2:12][N:13]([CH2:17][c:18]3[n:19][c:20](-[c:26]4[cH:27][cH:28][cH:29][cH:30][cH:31]4)[n:21][c:22]([O:24][CH3:25])[cH:23]3)[CH2:14][CH2:15]2)[cH:8][cH:9]1. The reactants are CC#N, O=C(O)C(F)(F)F, O=C1CCC(=O)N1I, NC(=O)CN1C(=O)Cc2ccccc21. Yields the product NC(=O)CN1C(=O)Cc2cc(I)ccc21. As a reaction SMILES: [CH3:30][C:31]#[N:32].[F:23][C:24]([F:25])([F:26])[C:27]([OH:28])=[O:29].[O:15]=[C:16]1[N:17]([I:22])[C:18](=[O:19])[CH2:20][CH2:21]1.[O:1]=[C:2]1[N:3]([CH2:11][C:12](=[O:13])[NH2:14])[c:4]2[cH:5][cH:6][cH:7][cH:8][c:9]2[CH2:10]1>>[O:1]=[C:2]1[N:3]([CH2:11][C:12](=[O:13])[NH2:14])[c:4]2[cH:5][cH:6][c:7]([I:22])[cH:8][c:9]2[CH2:10]1. The reactants are O (water), O(C1=CC=CC=C1)CC(=O)NC1C(N(C1SS(=O)(=O)C1=CC=CC=C1)C(C(=O)OCC1=CC=CC=C1)C(=C)C)=O (benzyl 2-(3-phenoxyacetamido-4-benzenesulfonylthio-2-azetidinone-1-yl)-3-methyl-3-butenate), ClCl (chlorine). The solvent is C(Cl)Cl (methylene chloride), ClCCl (dichloromethane). Product: O(C1=CC=CC=C1)CC(=O)NC1C(N(C1SS(=O)(=O)C1=CC=CC=C1)C(C(=O)OCC1=CC=CC=C1)C(=C)CCl)=O (benzyl 2-(3-phenoxyacetamido-4-benzenesulfonylthio-2-azetidinone-1-yl)-3-chloromethyl-3-butenate). The yield is 88.0%. As a reaction SMILES: [O:1]([CH2:8][C:9]([NH:11][CH:12]1[CH:15]([S:16][S:17]([C:20]2[CH:25]=[CH:24][CH:23]=[CH:22][CH:21]=2)(=[O:19])=[O:18])[N:14]([CH:26]([C:37]([CH3:39])=[CH2:38])[C:27]([O:29][CH2:30][C:31]2[CH:36]=[CH:35][CH:34]=[CH:33][CH:32]=2)=[O:28])[C:13]1=[O:40])=[O:10])[C:2]1[CH:7]=[CH:6][CH:5]=[CH:4][CH:3]=1.O.[Cl:42]Cl>ClCCl>[O:1]([CH2:8][C:9]([NH:11][CH:12]1[CH:15]([S:16][S:17]([C:20]2[CH:25]=[CH:24][CH:23]=[CH:22][CH:21]=2)(=[O:19])=[O:18])[N:14]([CH:26]([C:37]([CH2:39][Cl:42])=[CH2:38])[C:27]([O:29][CH2:30][C:31]2[CH:32]=[CH:33][CH:34]=[CH:35][CH:36]=2)=[O:28])[C:13]1=[O:40])=[O:10])[C:2]1[CH:7]=[CH:6][CH:5]=[CH:4][CH:3]=1. Procedure details: A 2.0 g quantity of benzyl 2-(3-phenoxyacetamido-4-benzenesulfonylthio-2-azetidinone-1-yl)-3-methyl-3-butenate was dissolved in 10 ml of dichloromethane and to the solution was added 5 to ml of water. The mixture was cooled in an ice bath with stirring while thereto was added dropwise over 30 minutes about 10 ml of methylene chloride having dissolved therein 6.9 mmol of chlorine gas. After the addition, the organic layer was separated and the aqueous layer was extracted with dichloromethane. The... Reactants: C(C1=CC=CC=C1)ONCCCCC#N (O-benzyl-N-(4-cyanobutyl)hydroxylamine), BrCCCCCCCC(=O)Cl (8-bromooctanoyl chloride), CCCCCC.CCOC(=O)C (hexane EtOAc), C(C1=CC=CC=C1)ON(C(CCCCCl)=O)CCCCC#N (N-(Benzyloxy)-N-(4-cyanobutyl)-5-chloropentanamide). The solvent is C(Cl)Cl (CH2Cl2), [OH-].[Na+] (NaOH). The product is BrCCCCCCCC(N(CCCCC#N)OCC1=CC=CC=C1)=O (14-Bromo-6-(benzyloxy)-7-oxo-6-azatetradecanenitrile). As a reaction SMILES: [CH2:1]([O:8][NH:9][CH2:10][CH2:11][CH2:12][CH2:13][C:14]#[N:15])[C:2]1[CH:7]=[CH:6][CH:5]=[CH:4][CH:3]=1.[Br:16][CH2:17][CH2:18][CH2:19][CH2:20][CH2:21][CH2:22][CH2:23][C:24](Cl)=[O:25].C(ON(CCCCC#N)C(=O)CCCCCl)C1C=CC=CC=1.CCCCCC.CCOC(C)=O>C(Cl)Cl.[OH-].[Na+]>[Br:16][CH2:17][CH2:18][CH2:19][CH2:20][CH2:21][CH2:22][CH2:23][C:24](=[O:25])[N:9]([O:8][CH2:1][C:2]1[CH:7]=[CH:6][CH:5]=[CH:4][CH:3]=1)[CH2:10][CH2:11][CH2:12][CH2:13][C:14]#[N:15] |f:3.4,6.7|. Reported procedure: Compound 2 (n=4) (3.2 g, 15.7 mmol) was treated with 8-bromooctanoyl chloride (4.55 g, 18.8 mmol) in CH2Cl2 and 1N NaOH following the procedure used for (3). Silica gel column chromatography with 2:1 hexane/EtOAc afforded 3.8 g (59%) of [I] as an oil: NMR δ 1.17-2.00 (m, 14 H), 2.23-2.50 (m, 4 H), 3.37 (t, 2 H, J=6), 3.63 (t, 2 H, J=6), 4.77 (s, 2 H), 7.33 (s, 5 H). Anal. (C20H29BrN2O2) C, H, N.